From a dataset of the Open Reaction Database (ORD), a public repository of structured organic reaction records. describe an organic reaction: reactants, conditions, products, and yield Starting materials: Cl.C(C)OC(CCN)=O (β-alanine ethyl ester hydrochloride), O.ON1N=NC2=C1C=CC=C2 (1-hydroxybenzotriazole monohydrate), ClC=1C=C2C=C(N(C2=CC1)C)C(CCCCCC)NC1=CC=C(C(=O)O)C=C1 (4-{[1-(5-chloro-1-methyl-1H-indol-2-yl)heptyl]amino}benzoic acid), Cl.C(C)N=C=NCCCN(C)C (1-ethyl-3-(3-dimethylaminopropyl)carbodiimide hydrochloride), [Cl-].[NH4+] (ammonium chloride). Run in CN(C=O)C (N,N-dimethylformamide), C(C)N(CC)CC (triethylamine). Run at time 8 hour. The product is ClC=1C=C2C=C(N(C2=CC1)C)C(CCCCCC)NC1=CC=C(C=C1)C(=O)NCCC(=O)OCC (ethyl 3-{[(4-{[1-(5-chloro-1-methyl-1H-indol-2-yl)heptyl]amino}phenyl)carbonyl]amino}propanoate). Yield: 93.2%. Reaction SMILES: [Cl:1][C:2]1[CH:3]=[C:4]2[C:8](=[CH:9][CH:10]=1)[N:7]([CH3:11])[C:6]([CH:12]([NH:19][C:20]1[CH:28]=[CH:27][C:23]([C:24]([OH:26])=O)=[CH:22][CH:21]=1)[CH2:13][CH2:14][CH2:15][CH2:16][CH2:17][CH3:18])=[CH:5]2.Cl.[CH2:30]([O:32][C:33](=[O:37])[CH2:34][CH2:35][NH2:36])[CH3:31].O.ON1C2C=CC=CC=2N=N1.Cl.C(N=C=NCCCN(C)C)C.[Cl-].[NH4+]>CN(C)C=O.C(N(CC)CC)C>[Cl:1][C:2]1[CH:3]=[C:4]2[C:8](=[CH:9][CH:10]=1)[N:7]([CH3:11])[C:6]([CH:12]([NH:19][C:20]1[CH:28]=[CH:27][C:23]([C:24]([NH:36][CH2:35][CH2:34][C:33]([O:32][CH2:30][CH3:31])=[O:37])=[O:26])=[CH:22][CH:21]=1)[CH2:13][CH2:14][CH2:15][CH2:16][CH2:17][CH3:18])=[CH:5]2 |f:1.2,3.4,5.6,7.8|. Reported procedure: To a mixture of 4-{[1-(5-chloro-1-methyl-1H-indol-2-yl)heptyl]amino}benzoic acid (300 mg) synthesized above, β-alanine ethyl ester hydrochloride (174 mg), 1-hydroxybenzotriazole monohydrate (173 mg), triethylamine (158 μL) and N,N-dimethylformamide (10 mL) was added 1-ethyl-3-(3-dimethylaminopropyl)carbodiimide hydrochloride (217 mg), and the mixture was stirred overnight at room temperature. Saturated aqueous ammonium chloride solution was added to quench the reaction, and the reaction mixture ...